From a dataset of the Open Reaction Database (ORD), a public repository of structured organic reaction records. describe an organic reaction: reactants, conditions, products, and yield The reactants are [Cl-].[Al+3].[Cl-].[Cl-] (aluminum chloride), C(C1=CC=CC=C1)(=O)Cl (benzoyl chloride), ClCCl (dichloromethane), CC=1OC=CC1 (2-methylfuran). Solvent: O (water). Run at time 30 minute. The product is CC1=CC=C(O1)C(=O)C1=CC=CC=C1 ((5-methylfuran-2-yl)(phenyl)methanone), product. RXN SMILES: [C:1](Cl)(=[O:8])[C:2]1[CH:7]=[CH:6][CH:5]=[CH:4][CH:3]=1.ClCCl.[Cl-].[Al+3].[Cl-].[Cl-].[CH3:17][C:18]1[O:19][CH:20]=[CH:21][CH:22]=1>O>[CH3:17][C:18]1[O:19][C:20]([C:1]([C:2]2[CH:7]=[CH:6][CH:5]=[CH:4][CH:3]=2)=[O:8])=[CH:21][CH:22]=1 |f:2.3.4.5|. Procedure: Into a flask containing benzoyl chloride (206 g) and dichloromethane (2 L) was added aluminum chloride (200 g) while stirring. After 30 minutes at ambient temperature the flask was placed in a water bath and a condenser was connected through which 2-methylfuran (210 mL) was added dropwise over 30 minutes. The resulting mixture was stirred for 7 hours then carefully poured into cold water (3 L). The organic layer was collected, washed with water and concentrated to afford (5-methylfuran-2-yl)(phe...